Dataset: the Open Reaction Database (ORD), a public repository of structured organic reaction records. Task: describe an organic reaction: reactants, conditions, products, and yield Reactants: product, [OH-].[NH4+] (ammonium hydroxide), O[C@H](CC(=O)O)C1=CC=CC=C1 ((R)-3-hydroxy-3-phenylpropionic acid), [N+](=O)([O-])C1=CC=C(C=C1)N1CCNCC1 (4-nitro phenylpiperazine), C(CCl)Cl (EDC), C=1C=CC2=C(C1)N=NN2O (HOBt), 1,1′-carbodiimidazole. The reagents and catalysts are [Pd] (palladium on charcoal). Solvent: O (water), C(C)(=O)OCC (ethyl acetate), C1CCOC1 (hydrofuran), CO (methanol), O1CCCC1 (tetrahydrofuran). Conditions: temperature 25 celsius, time 5 hour. The product is NC1=CC=C(C=C1)N1CCN(CC1)C(C[C@H](C1=CC=CC=C1)OC(N)=O)=O ((R)-carbamic acid 3-[4-(4-amino-phenyl)-piperazin-1-yl]-3-oxo-1-phenyl-propyl ester). Reaction SMILES: [OH:1][C@@H:2]([C:7]1[CH:12]=[CH:11][CH:10]=[CH:9][CH:8]=1)[CH2:3][C:4]([OH:6])=O.[N+:13]([C:16]1[CH:21]=[CH:20][C:19]([N:22]2[CH2:27][CH2:26][NH:25][CH2:24][CH2:23]2)=[CH:18][CH:17]=1)([O-])=O.C(Cl)CCl.C1C=C[C:35]2[N:40](O)N=NC=2C=1.[OH-:42].[NH4+]>O1CCCC1.CO.[Pd].O.C(OCC)(=O)C>[NH2:13][C:16]1[CH:21]=[CH:20][C:19]([N:22]2[CH2:27][CH2:26][N:25]([C:4](=[O:6])[CH2:3][C@@H:2]([O:1][C:35](=[O:42])[NH2:40])[C:7]3[CH:12]=[CH:11][CH:10]=[CH:9][CH:8]=3)[CH2:24][CH2:23]2)=[CH:18][CH:17]=1 |f:4.5|. Reported procedure: (R)-3-hydroxy-3-phenylpropionic acid (3.0 mmole) and 4-nitro phenylpiperazine (3 mmole) were dissolved in 20 mL of tetrahydrofuran at a room temperature, and EDC (6.0 mmole, 1-Ethyl-3-(3-dimethylaminopropyl)-carbodiimide) and HOBt (6 mmole, N-Hydroxybenzotriazole) were added dropwise to the mixture. Then, the resulting mixture was stirred at 25° C. for 5 hours. 20 mL of ethyl acetate was added three times to the mixture to extract an organic phase, and the prepared organic phase was dried over a...